From a dataset of the Open Reaction Database (ORD), a public repository of structured organic reaction records. describe an organic reaction: reactants, conditions, products, and yield Starting materials: C1CCOC1, COC(=O)C1(C)CCN(c2ccc([N+](=O)[O-])cn2)CC1, CCO. The product is COC(=O)C1(C)CCN(c2ccc(N)cn2)CC1. RXN SMILES: [CH2:24]1[O:25][CH2:26][CH2:27][CH2:28]1.[CH3:1][C:2]1([C:17](=[O:18])[O:19][CH3:20])[CH2:3][CH2:4][N:5]([c:8]2[n:9][cH:10][c:11]([N+:14]([O-:15])=[O:16])[cH:12][cH:13]2)[CH2:6][CH2:7]1.[CH3:21][CH2:22][OH:23]>>[CH3:1][C:2]1([C:17](=[O:18])[O:19][CH3:20])[CH2:3][CH2:4][N:5]([c:8]2[n:9][cH:10][c:11]([NH2:14])[cH:12][cH:13]2)[CH2:6][CH2:7]1. The reactants are N1=CC(=CC=C1)C1=CC(CCC1)=O (3-pyridin-3-ylcyclohex-2-en-1-one). The reagents and catalysts are [Rh] (rhodium). The solvent is CCO (EtOH). The product is N1=CC(=CC=C1)C1CC(CCC1)=O (3-pyridin-3-ylcyclohexanone). RXN SMILES: [N:1]1[CH:6]=[CH:5][CH:4]=[C:3]([C:7]2[CH2:12][CH2:11][CH2:10][C:9](=[O:13])[CH:8]=2)[CH:2]=1>CCO.[Rh]>[N:1]1[CH:6]=[CH:5][CH:4]=[C:3]([CH:7]2[CH2:12][CH2:11][CH2:10][C:9](=[O:13])[CH2:8]2)[CH:2]=1. Procedure details: A mixture of 8b (275 mg, 1.59 mmol) and rhodium (325 mg, 0.158 mmol, 5% wt. on activated basic alumina) in EtOH (16.0 mL) was hydrogenated at atmospheric pressure while stirring at rt. After the reaction was deemed to be complete, the reaction mixture was filtered through a short column of Celite®, eluting copiously with EtOAc, and the combined organics were concentrated in vacuo to afford the title compound, 8c. m/z (ES) 176 (MH)+ Starting materials: NC(=O)c1cc(Oc2ccc(N)cc2F)ccn1, O=C(Nc1ccc(F)cc1F)c1cnccc1Nc1ccc(Oc2ccnc3[nH]ccc23)c(F)c1. The product is NC(=O)c1cc(Oc2ccc(Nc3ccncc3C(=O)Nc3ccc(F)cc3F)cc2F)ccn1. RXN SMILES: [NH2:1][c:2]1[cH:3][c:4]([F:18])[c:5]([O:6][c:7]2[cH:8][c:9]([C:13](=[O:14])[NH2:15])[n:10][cH:11][cH:12]2)[cH:16][cH:17]1.[nH:19]1[c:20]2[n:21][cH:22][cH:23][c:24]([O:25][c:26]3[cH:27][cH:28][c:29]([NH:30][c:36]4[cH:37][cH:38][n:39][cH:40][c:41]4[C:42](=[O:43])[NH:44][c:45]4[c:46]([F:52])[cH:47][c:48]([F:51])[cH:49][cH:50]4)[cH:31][c:32]3[F:33])[c:34]2[cH:35][cH:53]1>>[NH:1]([c:2]1[cH:3][c:4]([F:18])[c:5]([O:6][c:7]2[cH:8][c:9]([C:13](=[O:14])[NH2:15])[n:10][cH:11][cH:12]2)[cH:16][cH:17]1)[c:36]1[cH:37][cH:38][n:39][cH:40][c:41]1[C:42](=[O:43])[NH:44][c:45]1[c:46]([F:52])[cH:47][c:48]([F:51])[cH:49][cH:50]1. Reactants: [N+](=O)([O-])C=1C=NNC1 (4-Nitro-1H-pyrazole), C1(=CC=CC=C1)B(O)O (phenylboronic acid), N1=CC=CC=C1 (pyridine). The reagents and catalysts are C(C)(=O)[O-].[Cu+2].C(C)(=O)[O-] (copper (II) acetate). The solvent is ClCCl (dichloromethane). Yields the product [N+](=O)([O-])C=1C=NN(C1)C1=CC=CC=C1 (4-nitro-1-phenyl-1H-pyrazole). Reaction SMILES: [N+:1]([C:4]1[CH:5]=[N:6][NH:7][CH:8]=1)([O-:3])=[O:2].[C:9]1(B(O)O)[CH:14]=[CH:13][CH:12]=[CH:11][CH:10]=1.N1C=CC=CC=1>ClCCl.C([O-])(=O)C.[Cu+2].C([O-])(=O)C>[N+:1]([C:4]1[CH:5]=[N:6][N:7]([C:9]2[CH:14]=[CH:13][CH:12]=[CH:11][CH:10]=2)[CH:8]=1)([O-:3])=[O:2] |f:4.5.6|. Procedure: 4-Nitro-1H-pyrazole (1 g, 8.84 mmol), phenylboronic acid (2.223 g, 17.69 mmol), copper (II) acetate (2.409 g, 13.27 mmol) and pyridine (2.86 ml, 35.4 mmol) were combined in dichloromethane (40 ml) and the mixture stirred at ambient temperature open to the air with a drying tube. The mixture was filtered through a diatomaceous earth pad washing with dichloromethane; and the filtrate washed with water and brine, dried over MgSO4, filtered and concentrated to give the title compound. Starting materials: Cl (HCl), Cl.N[C@@H](CCCN)C(=O)O (L-Ornithine HCl), cupric acetate, 3-Butenyl imidate, nitrile, CO (methanol), Cl (HCl). The solvent is O (water). Run at time 10 minute. Product: N=C(CC=C)NCCC[C@H](N)C(=O)O (N5 -(1-imino-3-butenyl)-L-ornithine). RXN SMILES: Cl.[NH2:2][C@H:3]([C:8]([OH:10])=[O:9])[CH2:4][CH2:5][CH2:6][NH2:7].CO.Cl>O>[NH:2]=[C:3]([NH:7][CH2:6][CH2:5][CH2:4][C@@H:3]([C:8]([OH:10])=[O:9])[NH2:2])[CH2:4][CH:5]=[CH2:6] |f:0.1|. Reported procedure: L-Ornithine HCl (1.68 g, 10 mmol) and cupric acetate (0.5 g, 10 mmol) were dissolved in water (20 ml) and stirred for 10 minutes at room temperature. The solution was then filtered to remove minor impurities and cooled to 0° C., and the pH was adjusted to 9.5 by addition of cold 10% NaOH. 3-Butenyl imidate (15 mmol), prepared separately from the corresponding nitrile, methanol and gaseous HCl by the method described in Scannell, J. P., J. Antibiot. 25, 179-184 (1972) was then added, and the mixt...